describe an organic reaction: reactants, conditions, products, and yield From a dataset of the Open Reaction Database (ORD), a public repository of structured organic reaction records. Starting materials: ClC1=C(C#N)C=CC(=C1)F (2-chloro-4-fluorobenzonitrile), SCC(C)O (1-mercapto-2-propanol). The product is ClC1=C(C#N)C=CC(=C1)SCC(C)O (2-chloro-4-(2-hydroxypropylthio)benzonitrile). Reaction SMILES: [Cl:1][C:2]1[CH:9]=[C:8](F)[CH:7]=[CH:6][C:3]=1[C:4]#[N:5].[SH:11][CH2:12][CH:13]([OH:15])[CH3:14]>>[Cl:1][C:2]1[CH:9]=[C:8]([S:11][CH2:12][CH:13]([OH:15])[CH3:14])[CH:7]=[CH:6][C:3]=1[C:4]#[N:5]. Procedure details: 2 g of 2-chloro-4-fluorobenzonitrile was reacted with 1-mercapto-2-propanol via Procedure Q to afford 2-chloro-4-(2-hydroxypropylthio)benzonitrile. 2.5 g of 2-chloro-4-(2-hydroxypropylthio)benzonitrile was reacted via Procedure T to give 2-chloro-4-(2-hydroxypropylthio)benzoic acid. 2.1 g of 2-chloro-4-(2-hydroxypropylthio)benzoic acid was reacted via Procedure R to give 2-chloro-4-(2-hydroxypropylsulfonyl)benzoic acid. 70 mg of 4-chloro-3-(pyridin-2-yl)aniline was coupled to 2-chloro-4-(2-hydro... The reactants are ClCC(=O)OC1=CC=C(C=C1)NC(C)=O (4-Acetamidophenyl 2-chloroacetate), CN1CCCC1 (N-methylpyrrolidine). The solvent is C(C)(=O)OCC (ethyl acetate). Product: [Cl-].C(C)(=O)NC1=CC=C(OC(C[N+]2(CCCC2)C)=O)C=C1 (1-(2-(4-acetamidophenoxy)-2-oxoethyl)-1-methylpyrrolidinium Chloride). The yield is 97.0%. RXN SMILES: [Cl:1][CH2:2][C:3]([O:5][C:6]1[CH:11]=[CH:10][C:9]([NH:12][C:13](=[O:15])[CH3:14])=[CH:8][CH:7]=1)=[O:4].[CH3:16][N:17]1[CH2:21][CH2:20][CH2:19][CH2:18]1>C(OCC)(=O)C>[Cl-:1].[C:13]([NH:12][C:9]1[CH:10]=[CH:11][C:6]([O:5][C:3](=[O:4])[CH2:2][N+:17]2([CH3:16])[CH2:21][CH2:20][CH2:19][CH2:18]2)=[CH:7][CH:8]=1)(=[O:15])[CH3:14] |f:3.4|. Procedure details: 4-Acetamidophenyl 2-chloroacetate [2] (1.138 g, 5 mmol) and N-methylpyrrolidine (0.511 g, 6 mmol) were suspended in 50 ml of anhydrous ethyl acetate and refluxed for 48 hrs. After cooling to room temperature the white precipitate was filtered, washed with ethylacetate and diethylether and dried under reduced pressure to give [4] in 97% yield. The product was pure according to 1H NMR and was directly subjected to the next step without further purification. The desired compound is isolated as a co...